From a dataset of the Open Reaction Database (ORD), a public repository of structured organic reaction records. describe an organic reaction: reactants, conditions, products, and yield The reactants are Si, CCCCCCC (heptane), CCOC(=O)C (EtOAc), CNCC#C (N-methylprop-2-yn-1-amine), aqueous solution, C(C1=CC=CC=C1)OC(=O)ON1C(CCC1=O)=O (N-(benzyloxycarbonyloxy)succinimide). The solvent is C1CCOC1 (THF), C(=O)(O)[O-].[Na+] (NaHCO3). Conditions: time 8 hour. Yields the product CN(C(OCC1=CC=CC=C1)=O)CC#C (benzyl methyl(prop-2-yn-1-yl)carbamate). The yield is 68.0%. RXN SMILES: [CH3:1][NH:2][CH2:3][C:4]#[CH:5].[CH2:6]([O:13][C:14](ON1C(=O)CCC1=O)=[O:15])[C:7]1[CH:12]=[CH:11][CH:10]=[CH:9][CH:8]=1.CCCCCCC.CCOC(C)=O>C1COCC1.C([O-])(O)=O.[Na+]>[CH3:1][N:2]([CH2:3][C:4]#[CH:5])[C:14](=[O:15])[O:13][CH2:6][C:7]1[CH:12]=[CH:11][CH:10]=[CH:9][CH:8]=1 |f:5.6|. Reported procedure: To a solution of N-methylprop-2-yn-1-amine (3.05 ml, 36.2 mmol) in THF (50 ml) and NaHCO3 sat. aqueous solution (50.0 ml), N-(benzyloxycarbonyloxy)succinimide (11.31 ml, 39.8 mmol) was added and the reaction was stirred overnight. Then, organic layers were extracted with ethyl acetate (2×100 mL). Organic phases were collected, dried, filtered and solvent was removed under reduced pressure. The product was purified by Biotage Si 10 g with a gradient of heptane and EtOAc affording the title compou... The reactants are CC(=O)O[BH-](OC(C)=O)OC(C)=O, COCCN, CC(=O)O, ClCCl, O=Cc1cc(C(F)(F)F)cc(C(F)(F)F)c1, [Na+]. Product: COCCNCc1cc(C(F)(F)F)cc(C(F)(F)F)c1. Reaction SMILES: [C:26]([O:27][BH-:28]([O:29][C:30](=[O:31])[CH3:32])[O:33][C:34](=[O:35])[CH3:36])(=[O:37])[CH3:38].[CH3:17][O:18][CH2:19][CH2:20][NH2:21].[CH3:22][C:23](=[O:24])[OH:25].[Cl:40][CH2:41][Cl:42].[F:1][C:2]([c:3]1[cH:4][c:5]([CH:6]=[O:7])[cH:8][c:9]([C:11]([F:12])([F:13])[F:14])[cH:10]1)([F:15])[F:16].[Na+:39]>>[F:1][C:2]([c:3]1[cH:4][c:5]([CH2:6][NH:21][CH2:20][CH2:19][O:18][CH3:17])[cH:8][c:9]([C:11]([F:12])([F:13])[F:14])[cH:10]1)([F:15])[F:16]. The reactants are C(C)(C)N1CCC2(CNC(CO2)=O)CC1 (9-Isopropyl-1-oxa-4,9-diaza-spiro[5.5]undecan-3-one), [F-].[Na+] (NaF), O (water), [H-].[H-].[H-].[H-].[Li+].[Al+3] (LiAlH4). Run in C1CCOC1 (THF). Run at time 1 hour. Yields the product C(C)(C)N1CCC2(CNCCO2)CC1 (9-Isopropyl-1-oxa-4,9-diaza-spiro[5.5]undecane). RXN SMILES: [CH:1]([N:4]1[CH2:15][CH2:14][C:7]2([O:12][CH2:11][C:10](=O)[NH:9][CH2:8]2)[CH2:6][CH2:5]1)([CH3:3])[CH3:2].[H-].[H-].[H-].[H-].[Li+].[Al+3].[F-].[Na+].O>C1COCC1>[CH:1]([N:4]1[CH2:5][CH2:6][C:7]2([O:12][CH2:11][CH2:10][NH:9][CH2:8]2)[CH2:14][CH2:15]1)([CH3:3])[CH3:2] |f:1.2.3.4.5.6,7.8|. Reported procedure: 9-Isopropyl-1-oxa-4,9-diaza-spiro[5.5]undecan-3-one was dissolved in THF and LiAlH4 (5 equivalents) was added. The reaction was heated at reflux for 4 hours and then cooled to room temperature. NaF (20 equivalents) and water (5 equivalents) were added and the reaction was stirred vigorously for 1 hour. The resulting precipitate was filtered away and the filtrate was concentrated to provide the title compound as a colorless oil. GC/MS (m/z) 198, Rt=12.57 minutes. RXN SMILES: [CH3:1][O:2][C:3]([CH2:4][c:5]1[n:6][c:7](-[c:11]2[cH:12][n:13][c:14]([S:17][c:18]3[cH:19][cH:20][cH:21][cH:22][cH:23]3)[cH:15][cH:16]2)[o:8][c:9]1[CH3:10])=[O:24].[CH3:33][N:34]([CH3:35])[P:36]([N:37]([CH3:38])[CH3:39])([N:40]([CH3:41])[CH3:42])=[O:43].[CH3:44][I:45].[CH:25]([N-:26][CH:27]([CH3:28])[CH3:29])([CH3:30])[CH3:31].[Li+:32].[O:46]1[CH2:47][CH2:48][CH2:49][CH2:50]1>>[CH3:1][O:2][C:3]([CH:4]([c:5]1[n:6][c:7](-[c:11]2[cH:12][n:13][c:14]([S:17][c:18]3[cH:19][cH:20][cH:21][cH:22][cH:23]3)[cH:15][cH:16]2)[o:8][c:9]1[CH3:10])[CH3:25])=[O:24]. Yields the product COC(=O)C(C)c1nc(-c2ccc(Sc3ccccc3)nc2)oc1C. Reactants: COC(=O)Cc1nc(-c2ccc(Sc3ccccc3)nc2)oc1C, CN(C)P(=O)(N(C)C)N(C)C, CI, CC(C)[N-]C(C)C, [Li+], C1CCOC1. Starting materials: [Si](C)(C)(C(C)(C)C)O[C@@H]1C=C2C=C[C@@H]([C@@H]([C@H]2[C@H](C1)OC(C(CC)OC1=CC=C(C=C1)F)=O)CC[C@@H]1C[C@H](CC(O1)=O)O[Si](C)(C)C(C)(C)C)C ((4R,6R)-6-([1S,2S,6S,8S,8aR]-2-{1,2,6,7,8,8a-Hexahydro-6-t-butyldimethylsilyloxy-8-[(2RS)-2-(4-fluorophenoxy)butyryloxy]-2-methyl-1-naphthyl}ethyl)tetrahydro-4-t-butyldimethylsilyloxy-2H-pyran-2-one), solution, [F-].C(CCC)[N+](CCCC)(CCCC)CCCC (tetrabutylammonium fluoride). Solvent: O1CCCC1 (tetrahydrofuran). Yields the product O[C@@H]1C=C2C=C[C@@H]([C@@H]([C@H]2[C@H](C1)OC(C(CC)OC1=CC=C(C=C1)F)=O)CC[C@@H]1C[C@H](CC(O1)=O)O)C ((4R,6R)-6-([1S,2S,6S,8S,8aR]-2-{1,2,6,7,8,8a-Hexahydro-6-hydroxy-8-[(2RS)-2-(4-fluorophenoxy)butyryloxy]-2-methyl-1-naphthyl}ethyl)tetrahydro-4-hydroxy-2H-pyran-2-one). Isolated yield 36.4%. RXN SMILES: [Si]([O:8][C@H:9]1[CH2:18][C@H:17]([O:19][C:20](=[O:32])[CH:21]([O:24][C:25]2[CH:30]=[CH:29][C:28]([F:31])=[CH:27][CH:26]=2)[CH2:22][CH3:23])[C@H:16]2[C:11]([CH:12]=[CH:13][C@H:14]([CH3:50])[C@@H:15]2[CH2:33][CH2:34][C@H:35]2[O:40][C:39](=[O:41])[CH2:38][C@H:37]([O:42][Si](C(C)(C)C)(C)C)[CH2:36]2)=[CH:10]1)(C(C)(C)C)(C)C.[F-].C([N+](CCCC)(CCCC)CCCC)CCC>O1CCCC1>[OH:8][C@H:9]1[CH2:18][C@H:17]([O:19][C:20](=[O:32])[CH:21]([O:24][C:25]2[CH:26]=[CH:27][C:28]([F:31])=[CH:29][CH:30]=2)[CH2:22][CH3:23])[C@H:16]2[C:11]([CH:12]=[CH:13][C@H:14]([CH3:50])[C@@H:15]2[CH2:33][CH2:34][C@H:35]2[O:40][C:39](=[O:41])[CH2:38][C@H:37]([OH:42])[CH2:36]2)=[CH:10]1 |f:1.2|. Reported procedure: A procedure similar to that described in Example 1, above, was followed, but using 1.20 g of (4R,6R)-6-([1S,2S,6S,8S,8aR]-2-{1,2,6,7,8,8a-hexahydro-6-t-butyldimethylsilyloxy-8-[(2RS)-2-(4-fluorophenoxy)butyryloxy]-2-methyl-1-naphthyl}ethyl)tetrahydro-4-t-butyldimethylsilyloxy-2H-pyan-2-one [prepared as described in Example 22, above] and 24.6 ml of a 1.0 molar solution of tetrabutylammonium fluoride in tetrahydrofuran, to give 0.30 g of the title compound, melting at between 149° and 150° C. Reactants: CC1CC(N)C(C)CC1N, Clc1ccc2c(Cl)ccnc2c1. Yields the product CC1CC(Nc2ccnc3cc(Cl)ccc23)C(C)CC1N. RXN SMILES: [CH3:13][CH:14]1[CH:15]([NH2:22])[CH2:16][CH:17]([CH3:21])[CH:18]([NH2:20])[CH2:19]1.[Cl:1][c:2]1[cH:3][cH:4][n:5][c:6]2[cH:7][c:8]([Cl:12])[cH:9][cH:10][c:11]12>>[c:2]1([NH:20][CH:18]2[CH:17]([CH3:21])[CH2:16][CH:15]([NH2:22])[CH:14]([CH3:13])[CH2:19]2)[cH:3][cH:4][n:5][c:6]2[cH:7][c:8]([Cl:12])[cH:9][cH:10][c:11]12.